This data is from the Open Reaction Database (ORD), a public repository of structured organic reaction records. The task is: describe an organic reaction: reactants, conditions, products, and yield The reactants are C(CCC)(=O)C(C(=O)OCC)=CNC1=C(C=CC=C1)N1C(C=2C(C1=O)=CC=CC2)=O (Ethyl 2-butyryl-3-(2-phthalimidophenylamino)acrylate), C1(=CC=CC=C1)OC1=CC=CC=C1 (diphenyl ether). Run in CCCCCC (hexane). Yields the product C(CCC)(=O)C1=CNC2=C(C=CC=C2C1=O)N1C(C=2C(C1=O)=CC=CC2)=O (3-butyryl-8-phthalimido-4(1H)quinolone). RXN SMILES: [C:1]([C:6](=[CH:12][NH:13][C:14]1[CH:19]=[CH:18][CH:17]=[CH:16][C:15]=1[N:20]1[C:24](=[O:25])[C:23]2=[CH:26][CH:27]=[CH:28][CH:29]=[C:22]2[C:21]1=[O:30])[C:7]([O:9]CC)=O)(=[O:5])[CH2:2][CH2:3][CH3:4].C1(OC2C=CC=CC=2)C=CC=CC=1>CCCCCC>[C:1]([C:6]1[C:7](=[O:9])[C:19]2[C:14](=[C:15]([N:20]3[C:24](=[O:25])[C:23]4=[CH:26][CH:27]=[CH:28][CH:29]=[C:22]4[C:21]3=[O:30])[CH:16]=[CH:17][CH:18]=2)[NH:13][CH:12]=1)(=[O:5])[CH2:2][CH2:3][CH3:4]. Procedure: Ethyl 2-butyryl-3-(2-phthalimidophenylamino)acrylate (83 g, 0.2 mol) was added portionwise to boiling diphenyl ether and heated under reflux for 45 mins. The mixture was cooled, diluted with hexane and the 3-butyryl-8-phthalimido-4(1H)quinolone (50 g, 67.5%) filtered off, washed with hexane and dried, m.p. 318°-20° C. Reactants: C([O-])(O)=O.[Na+] (sodium bicarbonate), C1(=CC=CC=C1)S(=O)(=O)C=1C=CC2=C(C1)C=1CN(CCCC1O2)C(=O)OC(C)(C)C (tert-butyl 9-(phenylsulfonyl)-4,5-dihydro-1H-benzofuro[3,2-c]azepine-2(3H)-carboxylate), CO.Cl (HCl methanol). Solvent: HCl diethyl ether. Run at time 4 hour. The product is Cl.C1(=CC=CC=C1)S(=O)(=O)C=1C=CC2=C(C1)C=1CNCCCC1O2 (9-(phenylsulfonyl)-2,3,4,5-tetrahydro-1H-benzofuro[3,2-c]azepine hydrochloride). Reaction SMILES: [C:1]1([S:7]([C:10]2[CH:11]=[CH:12][C:13]3[O:23][C:22]4[CH2:21][CH2:20][CH2:19][N:18](C(OC(C)(C)C)=O)[CH2:17][C:16]=4[C:14]=3[CH:15]=2)(=[O:9])=[O:8])[CH:6]=[CH:5][CH:4]=[CH:3][CH:2]=1.C(=O)(O)[O-].[Na+].CO.[ClH:38]>>[ClH:38].[C:1]1([S:7]([C:10]2[CH:11]=[CH:12][C:13]3[O:23][C:22]4[CH2:21][CH2:20][CH2:19][NH:18][CH2:17][C:16]=4[C:14]=3[CH:15]=2)(=[O:9])=[O:8])[CH:6]=[CH:5][CH:4]=[CH:3][CH:2]=1 |f:1.2,3.4,5.6|. Procedure details: The product of step F (22 mg, 0.05 mmol) in 2N HCl diethyl ether solution (5 mL) was stirred at 0-5° C. for 2 h and then at ambient temperature for 4 h. After concentration in vacuo, the solid obtained was treated with saturated sodium bicarbonate solution and extracted with dichloromethane. The organic layer was dried over sodium sulfate, filtered, and concentrated in vacuo to give the crude material which was purified by flash column chromatography (SiO2, 80:18:2 dichloromethane/methanol/ammon...